This data is from the Open Reaction Database (ORD), a public repository of structured organic reaction records. The task is: describe an organic reaction: reactants, conditions, products, and yield Reactants: CC(C)(C)OC(=O)N1CCc2c(-c3ccccc3)nn(Cc3ccc(Cl)cc3)c2CC1, CC(C)(C)OC(=O)N1CCc2c(S(=O)(=O)C(F)(F)F)nn(Cc3ccc(Cl)cc3)c2CC1, C1CCOC1, [K+], [K+], O=C([O-])[O-], O, OB(O)c1ccccc1. Yields the product Clc1ccc(Cn2nc(-c3ccccc3)c3c2CCNCC3)cc1. As a reaction SMILES: [C:1]([O:2][C:3](=[O:4])[N:8]1[CH2:9][CH2:10][c:11]2[c:12](-[c:26]3[cH:27][cH:28][cH:29][cH:30][cH:31]3)[n:13][n:14]([CH2:18][c:19]3[cH:20][cH:21][c:22]([Cl:25])[cH:23][cH:24]3)[c:15]2[CH2:16][CH2:17]1)([CH3:5])([CH3:6])[CH3:7].[C:32]([O:33][C:34]([N:35]1[CH2:36][CH2:37][c:38]2[n:39]([CH2:40][c:41]3[cH:42][cH:43][c:44]([Cl:45])[cH:46][cH:47]3)[n:48][c:49]([S:50]([C:51]([F:52])([F:53])[F:54])(=[O:55])=[O:56])[c:57]2[CH2:58][CH2:59]1)=[O:60])([CH3:61])([CH3:62])[CH3:63].[CH2:79]1[O:80][CH2:81][CH2:82][CH2:83]1.[K+:64].[K+:65].[O-:66][C:67]([O-:68])=[O:69].[OH2:84].[OH:70][B:71]([c:72]1[cH:73][cH:74][cH:75][cH:76][cH:77]1)[OH:78]>>[NH:8]1[CH2:9][CH2:10][c:11]2[c:12](-[c:26]3[cH:27][cH:28][cH:29][cH:30][cH:31]3)[n:13][n:14]([CH2:18][c:19]3[cH:20][cH:21][c:22]([Cl:25])[cH:23][cH:24]3)[c:15]2[CH2:16][CH2:17]1.